Dataset: the Open Reaction Database (ORD), a public repository of structured organic reaction records. Task: describe an organic reaction: reactants, conditions, products, and yield Starting materials: BrC1=C(C=NC=C1)C=O (4-bromopyridine-3-carbaldehyde), [Na+].C1(=CC=CC=C1)S(=O)[O-] (benzenesulfinic acid sodium salt), CN1C(CCC1)=O (1-methyl-2-pyrrolidinone). Reagents/catalysts: [Cu]I (copper (I) iodide). Solvent: C(C)(=O)OCC (ethyl acetate). Conditions: temperature 60 celsius. The product is C1(=CC=CC=C1)S(=O)(=O)C1=C(C=NC=C1)C=O (4-phenylsulfonylpyridine-3-carbaldehyde). Isolated yield 158.8%. RXN SMILES: Br[C:2]1[CH:7]=[CH:6][N:5]=[CH:4][C:3]=1[CH:8]=[O:9].[Na+].[C:11]1([S:17]([O-:19])=[O:18])[CH:16]=[CH:15][CH:14]=[CH:13][CH:12]=1.CN1CCCC1=O>C(OCC)(=O)C.[Cu]I>[C:11]1([S:17]([C:2]2[CH:7]=[CH:6][N:5]=[CH:4][C:3]=2[CH:8]=[O:9])(=[O:19])=[O:18])[CH:16]=[CH:15][CH:14]=[CH:13][CH:12]=1 |f:1.2|. Reported procedure: A mixture of 4-bromopyridine-3-carbaldehyde (0.90 g), benzenesulfinic acid sodium salt (4.0 g), copper (I) iodide (4.6 g) and 1-methyl-2-pyrrolidinone (50 mL) was heated at 60° C. for 2 hours. The mixture was cooled to room temperature, diluted with ethyl acetate and filtered through Celite. The filtrate was washed with water, dried over magnesium sulfate and concentrated under reduced pressure. The residue was purified by column chromatography on silica gel, eluting with a mixture of cyclohexan... Reactants: [H-].[Na+] (sodium hydride), ClCCCN1CCCC1 (1-(3-chloropropyl)pyrrolidine), [I-].[Na+] (sodium iodide), C([O-])(O)=O.[Na+] (sodium bicarbonate), N1(N=CC2=CC=CC=C12)C1=CC=C(C=C1)O (4-Indazol-1-yl-phenol). The solvent is CN(C)C=O (N,N′-dimethylformamide). Reaction conditions: temperature 70 celsius. Product: N1(CCCC1)CCCOC1=CC=C(C=C1)N1N=CC2=CC=CC=C12 (1-[4-(3-Pyrrolidin-1-ylpropoxy)phenyl]-1H-indazole). The yield is 15.6%. RXN SMILES: [N:1]1([C:10]2[CH:15]=[CH:14][C:13]([OH:16])=[CH:12][CH:11]=2)[C:9]2[C:4](=[CH:5][CH:6]=[CH:7][CH:8]=2)[CH:3]=[N:2]1.[H-].[Na+].Cl[CH2:20][CH2:21][CH2:22][N:23]1[CH2:27][CH2:26][CH2:25][CH2:24]1.[I-].[Na+].C(=O)(O)[O-].[Na+]>CN(C=O)C>[N:23]1([CH2:22][CH2:21][CH2:20][O:16][C:13]2[CH:14]=[CH:15][C:10]([N:1]3[C:9]4[C:4](=[CH:5][CH:6]=[CH:7][CH:8]=4)[CH:3]=[N:2]3)=[CH:11][CH:12]=2)[CH2:27][CH2:26][CH2:25][CH2:24]1 |f:1.2,4.5,6.7|. Reported procedure: 4-Indazol-1-yl-phenol (0.07 mmol) was dissolved in N,N′-dimethylformamide (0.5 mL), and sodium hydride (3 mg, 60% dispersion in mineral oil, 0.085 mmol), 1-(3-chloropropyl)pyrrolidine (10 mg, 0.07 mmol) and a catalytic amount of sodium iodide were added. The reaction was heated at 70° C. for 2.5 hours. Saturated sodium bicarbonate solution was added, and the mixture was extracted with ethyl acetate. The organic extracts were dried over MgSO4, concentrated, and purified by semi-prep LC-MS to give... Starting materials: CCO, CCOC(=O)C(=O)c1cccs1. Yields the product CCOC(=O)C(O)c1cccs1. Reaction SMILES: [CH3:13][CH2:14][OH:15].[O:1]=[C:2]([C:3](=[O:4])[O:5][CH2:6][CH3:7])[c:8]1[s:9][cH:10][cH:11][cH:12]1>>[OH:1][CH:2]([C:3](=[O:4])[O:5][CH2:6][CH3:7])[c:8]1[s:9][cH:10][cH:11][cH:12]1. The reactants are O1C(CCCC1)O[C@H]1C[C@@H](CC2=CC=C3[C@@H]4CC[C@H](C(C)C=O)[C@]4(CC[C@@H]3[C@@]12C)C)OC1OCCCC1 (1α, 3β-bis(tetrahydropyran-2-yloxy)pregna-5,7-diene-20-carbaldehyde), [OH-].[Na+] (sodium hydroxide), C(CC(C)C)[Mg]Br (isoamylmagnesium bromide), C(CC(C)C)Br (isoamyl bromide), [Mg] (magnesium). Solvent: O1CCCC1 (tetrahydrofuran), O1CCCC1 (tetrahydrofuran). Run at temperature 0 celsius, time 1 hour. The product is O1C(CCCC1)O[C@H]1C[C@@H](CC2=CC=C3[C@@H]4CC[C@H]([C@@H](C(CCC(C)C)O)C)[C@]4(CC[C@@H]3[C@@]12C)C)OC1OCCCC1 (1α,3β-bis(tetrahydropyran-2-yloxy)cholesta-5,7-dien-22-ol). The yield is 83.0%. RXN SMILES: [CH2:1]([Mg]Br)[CH2:2][CH:3]([CH3:5])[CH3:4].C(Br)CC(C)C.[Mg].[O:15]1[CH2:20][CH2:19][CH2:18][CH2:17][CH:16]1[O:21][C@@H:22]1[C@@:42]2([CH3:43])[C:26](=[CH:27][CH:28]=[C:29]3[C@@H:41]2[CH2:40][CH2:39][C@@:38]2([CH3:44])[C@H:30]3[CH2:31][CH2:32][C@@H:33]2[CH:34]([CH:36]=[O:37])[CH3:35])[CH2:25][C@@H:24]([O:45][CH:46]2[CH2:51][CH2:50][CH2:49][CH2:48][O:47]2)[CH2:23]1.[OH-].[Na+]>O1CCCC1>[O:15]1[CH2:20][CH2:19][CH2:18][CH2:17][CH:16]1[O:21][C@@H:22]1[C@@:42]2([CH3:43])[C:26](=[CH:27][CH:28]=[C:29]3[C@@H:41]2[CH2:40][CH2:39][C@@:38]2([CH3:44])[C@H:30]3[CH2:31][CH2:32][C@@H:33]2[C@H:34]([CH3:35])[CH:36]([OH:37])[CH2:1][CH2:2][CH:3]([CH3:5])[CH3:4])[CH2:25][C@@H:24]([O:45][CH:46]2[CH2:51][CH2:50][CH2:49][CH2:48][O:47]2)[CH2:23]1 |f:4.5|. Procedure details: To 20 ml of a tetrahydrofuran solution of the isoamylmagnesium bromide prepared from 2.27 g of isoamyl bromide and 0.48 g of magnesium was slowly added a solution of 5.12 g of 1α, 3β-bis(tetrahydropyran-2-yloxy)pregna-5,7-diene-20-carbaldehyde in 30 ml of tetrahydrofuran under ice-cooling. After the addition, the mixture was further stirred at 0° C. for 1 hour. To the reaction mixture thus obtained was added 2N aqueous sodium hydroxide solution, followed by extraction with diethyl ether. The ext... Starting materials: [H-].[Na+] (sodium hydride), C1(CCCCC1)CBr (cyclohexylmethyl bromide), ClC=1C=CC=C2C=CNC12 (7-chloroindole), [H-].[Na+] (sodium hydride), C1(CCCCC1)CBr (Cyclohexylmethyl bromide). The solvent is CN(C=O)C (dimethylformamide). Run at time 1 hour. Yields the product ClC=1C=CC=C2C=CN(C12)CC1CCCCC1 (7-chloro-1-cyclohexylmethylindole). Yield: 98.8%. Reaction SMILES: [Cl:1][C:2]1[CH:3]=[CH:4][CH:5]=[C:6]2[C:10]=1[NH:9][CH:8]=[CH:7]2.[H-].[Na+].[CH:13]1([CH2:19]Br)[CH2:18][CH2:17][CH2:16][CH2:15][CH2:14]1>CN(C)C=O>[Cl:1][C:2]1[CH:3]=[CH:4][CH:5]=[C:6]2[C:10]=1[N:9]([CH2:19][CH:13]1[CH2:18][CH2:17][CH2:16][CH2:15][CH2:14]1)[CH:8]=[CH:7]2 |f:1.2|. Reported procedure: To a solution of 7-chloroindole (4.91 g, 32.4 mmol) in dimethylformamide (60 ml) at 0° C. under nitrogen was added sodium hydride (60% dispersion in mineral oil, 1.43 g, 35.6 mmol). The mixture was stirred for 1 h at room temperature. Cyclohexylmethyl bromide (5.0 ml, 35.6 mmol) was added at 0° C. The mixture was stirred for 18 h at room temperature. To the reaction mixture was added sodium hydride (60% dispersion in mineral oil, 358 mg, 8.94 mmol). After stirring for 15 mins, cyclohexylmethyl b... Reactants: NC1=NC(=NC=C1)SCCCC(=O)OCC (4-amino-2-(3-ethoxycarbonylpropylthio)pyrimidine), [H-].[Al+3].[Li+].[H-].[H-].[H-] (lithium aluminum hydride), S(=O)(=O)([O-])[O-].[Mg+2] (magnesium sulfate), [Al] (aluminum). Solvent: O1CCCC1 (tetrahydrofuran), O (water). Run at temperature 60 celsius, time 2 hour. Product: NC1=NC(=NC=C1)SCCCCO (4-amino-2-(4-hydroxybutylthio)pyrimidine). RXN SMILES: [NH2:1][C:2]1[CH:7]=[CH:6][N:5]=[C:4]([S:8][CH2:9][CH2:10][CH2:11][C:12](OCC)=[O:13])[N:3]=1.[H-].[Al+3].[Li+].[H-].[H-].[H-].[Al].S([O-])([O-])(=O)=O.[Mg+2]>O1CCCC1.O>[NH2:1][C:2]1[CH:7]=[CH:6][N:5]=[C:4]([S:8][CH2:9][CH2:10][CH2:11][CH2:12][OH:13])[N:3]=1 |f:1.2.3.4.5.6,8.9|. Procedure: To a solution of 6.03 g (25 mmol) of 4-amino-2-(3-ethoxycarbonylpropylthio)pyrimidine in 150 ml of tetrahydrofuran, 0.949 g (150 mmol) of lithium aluminum hydride was added at room temperature, followed by stirring at 60° C. for 2 hours. After the reaction mixture was cooled, water was added little by little to decompose the excess aluminum reagent. After anhydrous magnesium sulfate was added to the mixture, the precipitate was filtered off, after which the solvent was distilled off to yield 8.8... Starting materials: FC1=C(C=C(C=C1)[N+](=O)[O-])C (2-fluoro-5-nitrotoluene), COCCN1CCNCC1 (1-(2-methoxyethyl)piperazine). The solvent is CC(=O)N(C)C (dimethylacetamide). The product is COCCN1CCN(CC1)C1=C(C=C(C=C1)[N+](=O)[O-])C (1-(2-Methoxy-ethyl)-4-(2-methyl-4-nitro-phenyl)-piperazine). RXN SMILES: F[C:2]1[CH:7]=[CH:6][C:5]([N+:8]([O-:10])=[O:9])=[CH:4][C:3]=1[CH3:11].[CH3:12][O:13][CH2:14][CH2:15][N:16]1[CH2:21][CH2:20][NH:19][CH2:18][CH2:17]1>CC(N(C)C)=O>[CH3:12][O:13][CH2:14][CH2:15][N:16]1[CH2:21][CH2:20][N:19]([C:2]2[CH:7]=[CH:6][C:5]([N+:8]([O-:10])=[O:9])=[CH:4][C:3]=2[CH3:11])[CH2:18][CH2:17]1. Procedure details: A solution of 0.95 g (6.06 mmol) 2-fluoro-5-nitrotoluene and 0.99 g (6.67 mmol) 1-(2-methoxyethyl)piperazine in 10 ml dimethylacetamide is stirred at 120° C. for 20 h. After that the reaction mixture is poured on water and extracted 3× with EtOAc. The combined organic layers are washed with water and saturated NaCl solution, dried over MgSO4, filtered and the filtrate is concentrated in vacuo. The residue is purified by chromatography (silicagel, EtOAc) to afford the title compound as an oil. The reactants are COC(=O)C(C)(CCC(F)(F)C(F)(F)F)S(=O)(=O)CCC(F)(F)C(F)(F)F, CO, Cl, [K+], [OH-], O. Product: CC(CCC(F)(F)C(F)(F)F)(C(=O)O)S(=O)(=O)CCC(F)(F)C(F)(F)F. As a reaction SMILES: [CH3:1][C:2]([C:3](=[O:4])[O:5][CH3:6])([CH2:7][CH2:8][C:9]([C:10]([F:11])([F:12])[F:13])([F:14])[F:15])[S:16](=[O:17])(=[O:18])[CH2:19][CH2:20][C:21]([C:22]([F:23])([F:24])[F:25])([F:26])[F:27].[CH3:28][OH:29].[ClH:32].[K+:31].[OH-:30].[OH2:33]>>[CH3:1][C:2]([C:3](=[O:4])[OH:5])([CH2:7][CH2:8][C:9]([C:10]([F:11])([F:12])[F:13])([F:14])[F:15])[S:16](=[O:17])(=[O:18])[CH2:19][CH2:20][C:21]([C:22]([F:23])([F:24])[F:25])([F:26])[F:27]. Reactants: CC(=O)C(=O)OC1(c2c(F)c(Cl)cc3ccoc23)CCN(Cc2ccccc2)CC1C, CCCC[SnH](CCCC)CCCC. The product is CC1CN(Cc2ccccc2)CCC1c1c(F)c(Cl)cc2ccoc12. RXN SMILES: [CH2:1]([c:2]1[cH:3][cH:4][cH:5][cH:6][cH:7]1)[N:8]1[CH2:9][CH:10]([CH3:31])[C:11]([c:14]2[c:15]([F:24])[c:16]([Cl:23])[cH:17][c:18]3[cH:19][cH:20][o:21][c:22]23)([O:25][C:26](=[O:27])[C:28]([CH3:29])=[O:30])[CH2:12][CH2:13]1.[CH2:32]([SnH:33]([CH2:34][CH2:35][CH2:36][CH3:37])[CH2:38][CH2:39][CH2:40][CH3:41])[CH2:42][CH2:43][CH3:44]>>[CH2:1]([c:2]1[cH:3][cH:4][cH:5][cH:6][cH:7]1)[N:8]1[CH2:9][CH:10]([CH3:31])[CH:11]([c:14]2[c:15]([F:24])[c:16]([Cl:23])[cH:17][c:18]3[cH:19][cH:20][o:21][c:22]23)[CH2:12][CH2:13]1.